This data is from the Open Reaction Database (ORD), a public repository of structured organic reaction records. The task is: describe an organic reaction: reactants, conditions, products, and yield Starting materials: [H-].[Na+] (sodium hydride), C1(=CC=CC=C1)C(CCCCC(=O)[C-]1C=CC=C1)=O.[CH-]1C=CC=C1.[Fe+2] (6-Phenyl-6-oxohexanoylferrocene), O (water). Solvent: [Na] (sodium). Yields the product [C-]1(C=CC=C1)C(=O)C1=C(CCC1)C1=CC=CC=C1.[CH-]1C=CC=C1.[Fe+2] (1-ferrocenoyl-2-phenylcyclopentene). As a reaction SMILES: [C:1]1([C:7](=O)[CH2:8][CH2:9][CH2:10][CH2:11][C:12]([C-:14]2[CH:18]=[CH:17][CH:16]=[CH:15]2)=[O:13])[CH:6]=[CH:5][CH:4]=[CH:3][CH:2]=1.[CH-:20]1[CH:24]=[CH:23][CH:22]=[CH:21]1.[Fe+2:25].[H-].[Na+].O>[Na]>[C-:14]1([C:12]([C:11]2[CH2:10][CH2:9][CH2:8][C:7]=2[C:1]2[CH:6]=[CH:5][CH:4]=[CH:3][CH:2]=2)=[O:13])[CH:18]=[CH:17][CH:16]=[CH:15]1.[CH-:20]1[CH:24]=[CH:23][CH:22]=[CH:21]1.[Fe+2:25] |f:0.1.2,3.4,7.8.9,^1:28|. Procedure details: 6-Phenyl-6-oxohexanoylferrocene (5.61g; 15 mmole) in sodium dried dioxane (150 ml) was heated under reflux with sodium hydride (0.72g; 30 m mole) for 3 hr. The mixture was cooled and treated carefully with water (200 ml) when a brown solid precipitated, which was filtered off to yield 4.3g (76%) of nearly pure 1-ferrocenoyl-2-phenylcyclopentene. An analytical sample (3.7g; 69%) was obtained by one recrystallization from cyclohexane. mp 163°-164°. Reaction SMILES: C([NH:5][C:6]1[C:11]([F:12])=[C:10]([F:13])[N:9]=[C:8]([N:14]2[C:23]3[C:18](=[CH:19][C:20]([F:26])=[C:21]([F:25])[C:22]=3[Cl:24])[C:17](=[O:27])[C:16]([C:28]([O:30]CC)=[O:29])=[CH:15]2)[C:7]=1[F:33])(C)(C)C.Cl>C(O)(=O)C>[NH2:5][C:6]1[C:11]([F:12])=[C:10]([F:13])[N:9]=[C:8]([N:14]2[C:23]3[C:18](=[CH:19][C:20]([F:26])=[C:21]([F:25])[C:22]=3[Cl:24])[C:17](=[O:27])[C:16]([C:28]([OH:30])=[O:29])=[CH:15]2)[C:7]=1[F:33]. Procedure: To 300 mg of ethyl 1-(4-t-butylamino-3,5,6-trifluoropyridine-2-yl)-8-chloro-6,7-difluoro-4-oxo-1,4-dihydroquinoline-3-carboxylate were added 3 ml of 12N hydrochloric acid and 0.5 ml of acetic acid, and the mixture was heated under reflux for 1.5 hour. The reaction solution was allowed to cool, and the solid precipitated was collected by filtration and washed with ethanol and diethylether successively to obtain 168 mg of the title compound as a colorless powder. The solvent is C(C)(=O)O (acetic acid). Starting materials: C(C)(C)(C)NC1=C(C(=NC(=C1F)F)N1C=C(C(C2=CC(=C(C(=C12)Cl)F)F)=O)C(=O)OCC)F (ethyl 1-(4-t-butylamino-3,5,6-trifluoropyridine-2-yl)-8-chloro-6,7-difluoro-4-oxo-1,4-dihydroquinoline-3-carboxylate), Cl (hydrochloric acid). Product: NC1=C(C(=NC(=C1F)F)N1C=C(C(C2=CC(=C(C(=C12)Cl)F)F)=O)C(=O)O)F (1-(4-amino-3,5,6-trifluoropyridine-2-yl)-8-chloro-6,7-difluoro-4-oxo-1,4-dihydroquinoline-3-carboxylic acid). Isolated yield 67.6%. Reactants: COc1ccc(C#N)c(O)c1, O=S(=O)(OS(=O)(=O)C(F)(F)F)C(F)(F)F, c1ccncc1. Product: COc1ccc(C#N)c(OS(=O)(=O)C(F)(F)F)c1. RXN SMILES: [C:16](#[N:17])[c:18]1[c:19]([OH:26])[cH:20][c:21]([O:24][CH3:25])[cH:22][cH:23]1.[F:1][C:2]([F:3])([F:4])[S:5](=[O:6])(=[O:7])[O:8][S:9]([C:10]([F:11])([F:12])[F:13])(=[O:14])=[O:15].[cH:27]1[cH:28][cH:29][n:30][cH:31][cH:32]1>>[F:1][C:2]([F:3])([F:4])[S:5](=[O:6])(=[O:7])[O:8][c:19]1[c:18]([C:16]#[N:17])[cH:23][cH:22][c:21]([O:24][CH3:25])[cH:20]1.